Task: describe an organic reaction: reactants, conditions, products, and yield. Dataset: the Open Reaction Database (ORD), a public repository of structured organic reaction records The reactants are O=C([O-])[O-], CC[N+](CC)(CC)Cc1ccccc1, CC#N, [Cl-], ClCCl, CI, [K+], [K+], O=C1c2ccccc2C(=O)c2c1cn1c2Cc2ccccc2C1. The product is CC1c2ccccc2Cn2cc3c(c21)C(=O)c1ccccc1C3=O. RXN SMILES: [C:24](=[O:25])([O-:26])[O-:27].[CH2:33]([N+:34]([CH2:35][CH3:36])([CH2:37][CH3:38])[CH2:39][CH3:40])[c:41]1[cH:42][cH:43][cH:44][cH:45][cH:46]1.[CH3:47][C:48]#[N:49].[Cl-:32].[Cl:50][CH2:51][Cl:52].[I:30][CH3:31].[K+:28].[K+:29].[cH:1]1[c:2]2[c:7]([cH:8][cH:9][cH:10]1)[CH2:6][n:5]1[c:4]([c:17]3[c:12]([cH:11]1)[C:13](=[O:23])[c:14]1[c:15]([cH:19][cH:20][cH:21][cH:22]1)[C:16]3=[O:18])[CH2:3]2>>[cH:1]1[c:2]2[c:7]([cH:8][cH:9][cH:10]1)[CH2:6][n:5]1[c:4]([c:17]3[c:12]([cH:11]1)[C:13](=[O:23])[c:14]1[c:15]([cH:19][cH:20][cH:21][cH:22]1)[C:16]3=[O:18])[CH:3]2[CH3:24]. Reported procedure: In a process analogous to Example 7, using (±)-[2-[[2,6-bis(1-methylethyl)phenyl]amino]-2-oxoethyl]phenylphosphinic acid in place of 25 (±)-[2-[[2,6-bis(1-methylethyl)phenyl]amino]-2-oxoethyl]phosphonic acid, ethyl ester and 2-tetradecanol in place of 1-nonanol, the title compound is obtained as a light yellow oil; IR (film) 3232, 2962, 2925, 2855, 1684, 1522, 1467, 1217, 987, 968 cm-1 ; 1H NMR (250 MHz, CDCl3) (mixture of diastereomers) 8.47 (br s, 1 H), 7.88 (dd, J=13 and 8 Hz, 2 H), 7.64 7.45... Starting materials: CC(C)C1=C(C(=CC=C1)C(C)C)NC(CP(O)(=O)C1=CC=CC=C1)=O ((±)-[2-[[2,6-bis(1-methylethyl)phenyl]amino]-2-oxoethyl]phenylphosphinic acid), CC(C)C1=C(C(=CC=C1)C(C)C)NC(CP(OCC)([O-])=O)=O ((±)-[2-[[2,6-bis(1-methylethyl)phenyl]amino]-2-oxoethyl]phosphonic acid, ethyl ester), CC(CCCCCCCCCCCC)O (2-tetradecanol). RXN SMILES: CC(C1C=CC=C(C(C)C)C=1NC(=O)C[P:16]([C:19]1[CH:24]=[CH:23][CH:22]=[CH:21][CH:20]=1)(=[O:18])[OH:17])C.[CH3:26][CH:27]([C:29]1[CH:34]=[CH:33][CH:32]=[C:31]([CH:35]([CH3:37])[CH3:36])[C:30]=1[NH:38][C:39](=[O:47])[CH2:40]P(=O)([O-])OCC)[CH3:28].[CH3:48][CH:49](O)[CH2:50][CH2:51][CH2:52][CH2:53][CH2:54][CH2:55][CH2:56][CH2:57][CH2:58][CH2:59][CH2:60][CH3:61]>>[CH3:37][CH:35]([C:31]1[CH:32]=[CH:33][CH:34]=[C:29]([CH:27]([CH3:26])[CH3:28])[C:30]=1[NH:38][C:39](=[O:47])[CH2:40][C:24]1[CH:23]=[CH:22][CH:21]=[CH:20][C:19]=1[PH:16](=[O:18])[O:17][CH:60]([CH3:61])[CH2:59][CH2:58][CH2:57][CH2:56][CH2:55][CH2:54][CH2:53][CH2:52][CH2:51][CH2:50][CH2:49][CH3:48])[CH3:36]. Yields the product CC(C)C1=C(C(=CC=C1)C(C)C)NC(CC1=C(C=CC=C1)P(OC(CCCCCCCCCCCC)C)=O)=O ((±)-2-[[2,6-Bis(1-methylethyl)phenyl]amino2-oxoethyl]phenylphosphinic Acid, 1-Methyltridecyl Ester). Starting materials: CCOC(=O)CC(CC(=O)Cc1cc(C)ccn1)C(C)C, CC[O-], [Na+]. Product: Cc1ccnc(C2C(=O)CC(C(C)C)CC2=O)c1. Reaction SMILES: [CH3:1][CH:2]([CH3:3])[CH:4]([CH2:5][C:6]([O:8][CH2:7][CH3:9])=[O:10])[CH2:11][C:12]([CH2:13][c:14]1[n:15][cH:16][cH:17][c:18]([CH3:20])[cH:19]1)=[O:21].[CH3:23][CH2:24][O-:25].[Na+:22]>>[CH3:1][CH:2]([CH3:3])[CH:4]1[CH2:5][C:6](=[O:8])[CH:13]([c:14]2[n:15][cH:16][cH:17][c:18]([CH3:20])[cH:19]2)[C:12](=[O:21])[CH2:11]1.